This data is from the Open Reaction Database (ORD), a public repository of structured organic reaction records. The task is: describe an organic reaction: reactants, conditions, products, and yield Reactants: Cl.C1(=CC=CC=C1)NCC(=O)OC (methyl (+/-)-phenylglycinate hydrochloride), CC(=O)O (HOAc), CO (MeOH), [BH3-]C#N.[Na+] (NaBH3CN), C1(=CC=CC=C1)CN1C=C(C2=CC=CC=C12)C=O (1-phenylmethyl-indole-3-carboxaldehyde). Reaction conditions: time 20 minute. Product: C1(=CC=CC=C1)CN1C=C(C2=CC=CC=C12)CNC(C(=O)OC)C1=CC=CC=C1 (Methyl (+/-)-α-(1-phenylmethyl-3-indolylmethyl)aminophenylacetate). The yield is 43.0%. Reaction SMILES: Cl.[C:2]1(NCC(OC)=O)[CH:7]=[CH:6][CH:5]=[CH:4][CH:3]=1.[CH3:14][C:15]([OH:17])=[O:16].[C:18]1([CH2:24][N:25]2[C:33]3[C:28](=[CH:29][CH:30]=[CH:31][CH:32]=3)[C:27](C=O)=[CH:26]2)[CH:23]=[CH:22][CH:21]=[CH:20][CH:19]=1.[BH3-][C:37]#[N:38].[Na+].[CH3:40]O>>[C:18]1([CH2:24][N:25]2[C:33]3[C:28](=[CH:29][CH:30]=[CH:31][CH:32]=3)[C:27]([CH2:37][NH:38][CH:14]([C:2]3[CH:7]=[CH:6][CH:5]=[CH:4][CH:3]=3)[C:15]([O:17][CH3:40])=[O:16])=[CH:26]2)[CH:19]=[CH:20][CH:21]=[CH:22][CH:23]=1 |f:0.1,4.5|. Reported procedure: To a suspension of methyl (+/-)-phenylglycinate hydrochloride (4.00 g, 19.8 mmol) in MeOH (50 mL), and HOAc (4 mL) was added 1-phenylmethyl-indole-3-carboxaldehyde (2.85 g, 12.1 mmol). The resulting mixture was allowed to stir at room temperature for 20 minutes; then NaBH3CN (1.98 g, 31.5 mmol) was added in one portion. The suspension was allowed to stir at room temperature for 18 hours, then was concentrated in vacuo to furnish a sticky white semi-solid. The crude reaction mixture was partition... Yields the product BrC1=NC=CC(=C1)C(CCC1=CC=CC=C1)=O (1-(2-bromopyridin-4-yl)-3-phenylpropan-1-one). Reaction SMILES: [C:1]1([CH2:7][CH2:8][Mg]Cl)[CH:6]=[CH:5][CH:4]=[CH:3][CH:2]=1.[Br:11][C:12]1[CH:13]=[C:14]([CH:21]=[CH:22][N:23]=1)[C:15](N(OC)C)=[O:16].C1([Mg]Cl)C=CC=CC=1.Cl.[OH-].[Na+]>C1COCC1>[Br:11][C:12]1[CH:13]=[C:14]([C:15](=[O:16])[CH2:8][CH2:7][C:1]2[CH:6]=[CH:5][CH:4]=[CH:3][CH:2]=2)[CH:21]=[CH:22][N:23]=1 |f:4.5|. Solvent: C1CCOC1 (THF), C1CCOC1 (THF), C1CCOC1 (THF). Reaction conditions: temperature 25 celsius. The reactants are C1(=CC=CC=C1)CC[Mg]Cl (phenyethylmagnesium chloride), BrC=1C=C(C(=O)N(C)OC)C=CN1 (2-bromo-N-methoxy-N-methylisonicotinamide), Cl (hydrochloric acid), C1(=CC=CC=C1)[Mg]Cl (phenylmagnesium chloride), [OH-].[Na+] (sodium hydroxide). Procedure details: 1.0 mL of 1.0 N phenyethylmagnesium chloride in THF was added dropwise to a −78° C. solution of 200 mg of 2-bromo-N-methoxy-N-methylisonicotinamide in 6 mL of THF. The solution was allowed to warm to 25° C. After 10 minutes the solution was cooled back to −78° C. and an additional 1.0 mL of 1.0 N phenylmagnesium chloride in THF was added. The mixture was warmed to 25° C. and after 10 minutes 10 mL of 1.0 N hydrochloric acid was added. The solution was then made basic with excess aqueous sodium h... Reactants: Cl (Hydrochloric acid), N1(CCC1)C(=O)C=1N=CC(=NC1)OC=1C=C(C(=O)NC2=NC=C(N=C2)C)C=C(C1)O[C@H](CO[Si](C)(C)C(C)(C)C)C (3-{[5-(azetidin-1-ylcarbonyl)pyrazin-2-yl]oxy}-5-[((1S)-2-{[(1,1-dimethylethyl)(dimethyl)silyl]oxy}-1-methylethyl)oxy]-N-(5-methylpyrazin-2-yl)benzamide). Solvent: CO (methanol). Conditions: time 1 hour. Product: N1(CCC1)C(=O)C=1N=CC(=NC1)OC=1C=C(C(=O)NC2=NC=C(N=C2)C)C=C(C1)O[C@H](CO)C (3-{[5-(Azetidin-1-ylcarbonyl)pyrazin-2-yl]oxy}-5-{[(1S)-2-hydroxy-1-methylethyl]oxy}-N-(5-methylpyrazin-2-yl)benzamide). Yield: 37.7%. Reaction SMILES: Cl.[N:2]1([C:6]([C:8]2[N:9]=[CH:10][C:11]([O:14][C:15]3[CH:16]=[C:17]([CH:28]=[C:29]([O:31][C@@H:32]([CH3:42])[CH2:33][O:34][Si](C(C)(C)C)(C)C)[CH:30]=3)[C:18]([NH:20][C:21]3[CH:26]=[N:25][C:24]([CH3:27])=[CH:23][N:22]=3)=[O:19])=[N:12][CH:13]=2)=[O:7])[CH2:5][CH2:4][CH2:3]1>CO>[N:2]1([C:6]([C:8]2[N:9]=[CH:10][C:11]([O:14][C:15]3[CH:16]=[C:17]([CH:28]=[C:29]([O:31][C@@H:32]([CH3:42])[CH2:33][OH:34])[CH:30]=3)[C:18]([NH:20][C:21]3[CH:26]=[N:25][C:24]([CH3:27])=[CH:23][N:22]=3)=[O:19])=[N:12][CH:13]=2)=[O:7])[CH2:5][CH2:4][CH2:3]1. Procedure: 1M Hydrochloric acid (5 mL) was added to a solution of 3-{[5-(azetidin-1-ylcarbonyl)pyrazin-2-yl]oxy}-5-[((1S)-2-{[(1,1-dimethylethyl)(dimethyl)silyl]oxy}-1-methylethyl)oxy]-N-(5-methylpyrazin-2-yl)benzamide (90 mg, 0.16 mmol) in methanol (5 mL) and the mixture stirred at RT for 1 hour. The methanol was removed in vacuo, the residue adjusted to pH6 and then extracted into ethyl acetate (3×50 mL). The combined organics were washed with brine (50 mL), dried (MgSO4), and reduced in vacuo to give a ... Procedure details: A 3 liter multi-neck flask was equipped with dropping funnel, air stirrer, thermometer and condenser. To the flask was charged 3-amino-2-cyanothiocrotonamide 1 (40 g, 0.283 mole) and methanol (2 liters). A dark, almost homogeneous solution resulted. Hydrogen peroxide (80 ml, 100 vol, 0.7 mole) was then added dropwise over a period of 10 minutes. On completion of the addition the reaction mixture was slowly heated to reflux over a period of 30 mins and refluxing continued for 30 mins. TLC indicat... The reactants are N\C(=C(/C(=S)N)\C#N)\C (3-amino-2-cyanothiocrotonamide), CO (methanol), OO (Hydrogen peroxide). Run at time 30 minute. As a reaction SMILES: [NH2:1]/[C:2](/[CH3:9])=[C:3](/[C:7]#[N:8])\[C:4]([NH2:6])=[S:5].CO.OO>C(Cl)(Cl)Cl>[NH2:6][C:4]1[S:5][N:1]=[C:2]([CH3:9])[C:3]=1[C:7]#[N:8]. Product: NC1=C(C(=NS1)C)C#N (5-amino-4-cyano-3-methyl isothiazole). Solvent: C(Cl)(Cl)Cl (CHCl3). Starting materials: CCCC[N+](CCCC)(CCCC)CCCC.[F-] (TBAF), CO[C@]1(C[C@H](N(C1)C(=O)OCC[Si](C)(C)C)C(=O)OC)C=1C=C(C=CC1)C1=CC(=CC=C1)C=C ((2S,4R)-2-methyl 1-(2-(trimethylsilyl)ethyl) 4-methoxy-4-(3′-vinylbiphenyl-3-yl)pyrrolidine-1,2-dicarboxylate). The solvent is C1CCOC1 (THF), CCOC(=O)C (EtOAc). Reaction conditions: time 8 hour. Yields the product CO[C@]1(C[C@H](NC1)C(=O)OC)C=1C=C(C=CC1)C1=CC(=CC=C1)C=C ((2S,4R)-methyl 4-methoxy-4-(3′-vinylbiphenyl-3-yl)pyrrolidine-2-carboxylate). The yield is 108.6%. Reaction SMILES: CCCC[N+](CCCC)(CCCC)CCCC.[F-].[CH3:19][O:20][C@:21]1([C:39]2[CH:40]=[C:41]([C:45]3[CH:50]=[CH:49][CH:48]=[C:47]([CH:51]=[CH2:52])[CH:46]=3)[CH:42]=[CH:43][CH:44]=2)[CH2:25][N:24](C(OCC[Si](C)(C)C)=O)[C@H:23]([C:35]([O:37][CH3:38])=[O:36])[CH2:22]1>C1COCC1.CCOC(C)=O>[CH3:19][O:20][C@:21]1([C:39]2[CH:40]=[C:41]([C:45]3[CH:50]=[CH:49][CH:48]=[C:47]([CH:51]=[CH2:52])[CH:46]=3)[CH:42]=[CH:43][CH:44]=2)[CH2:25][NH:24][C@H:23]([C:35]([O:37][CH3:38])=[O:36])[CH2:22]1 |f:0.1|. Reported procedure: TBAF (1.0M in THF, 19 mL, 19 mmol) was added to a solution of (2S,4R)-2-methyl 1-(2-(trimethylsilyl)ethyl) 4-methoxy-4-(3′-vinylbiphenyl-3-yl)pyrrolidine-1,2-dicarboxylate (2.3 g, 4.78 mmol) in THF (30 mL) and stirred at r.t. overnight. The reaction was diluted with EtOAc and washed with water and then brine. The organic layer was collected, dried over MgSO4, filtered and evaporated to give (2S,4R)-methyl 4-methoxy-4-(3′-vinylbiphenyl-3-yl)pyrrolidine-2-carboxylate (1.75 g, 5.19 mmol, 100% yield... Starting materials: O (Water), [F-].[Na+] (NaF), [H-].[H-].[H-].[H-].[Li+].[Al+3] (LAH), C1(=CC=C(C=C1)C(C(N1CCCC1)=O)(C)NC(OC(C)(C)C)=O)C1=CC=CC=C1 (1,1-dimethylethyl [1-(4-biphenylyl)-1-methyl-2-oxo-2-(1-pyrrolidinyl)ethyl]carbamate). The solvent is C1CCOC1 (THF), C1(=CC=CC=C1)C (toluene). Run at temperature 0 celsius, time 30 minute. The product is C1(=CC=C(C=C1)C(CN1CCCC1)(C)NC)C1=CC=CC=C1 (2-(4-biphenylyl)-N-methyl-1-(1-pyrrolidinyl)-2-propanamine). RXN SMILES: [H-].[H-].[H-].[H-].[Li+].[Al+3].[C:7]1([C:30]2[CH:35]=[CH:34][CH:33]=[CH:32][CH:31]=2)[CH:12]=[CH:11][C:10]([C:13]([NH:22][C:23](=O)OC(C)(C)C)([CH3:21])[C:14](=O)[N:15]2[CH2:19][CH2:18][CH2:17][CH2:16]2)=[CH:9][CH:8]=1.O.[F-].[Na+]>C1COCC1.C1(C)C=CC=CC=1>[C:7]1([C:30]2[CH:31]=[CH:32][CH:33]=[CH:34][CH:35]=2)[CH:12]=[CH:11][C:10]([C:13]([NH:22][CH3:23])([CH3:21])[CH2:14][N:15]2[CH2:19][CH2:18][CH2:17][CH2:16]2)=[CH:9][CH:8]=1 |f:0.1.2.3.4.5,8.9|. Reported procedure: LAH (447 mg, 11.8 mmol ) was added to a solution of 1,1-dimethylethyl [1-(4-biphenylyl)-1-methyl-2-oxo-2-(1-pyrrolidinyl)ethyl]carbamate (580 mg, 1.47 mmol) in THF (20 ml) at 0° C. under argon. The resulting mixture was then refluxed for 2.5 h. The reaction mixture was then cooled in and ice bath and diluted with toluene (20 ml). Water (847 ul, 47 mmol) was added followed by NaF (1.48 g, 35.3 mmol) and the mixture was stirred at 0° C. for 30 min, filtered and the filter pad was washed with THF. ...